From a dataset of the Open Reaction Database (ORD), a public repository of structured organic reaction records. describe an organic reaction: reactants, conditions, products, and yield The reactants are aqueous solution, CS(=O)(=O)O.NC1=C(C(=O)C2=CC=C(C=C2)F)C=CC=C1 (2-amino-4′-fluorobenzophenone methanesulfonate), [OH-].[Na+] (sodium hydroxide). Run in ClC1=C(C=CC=C1)Cl (o-dichlorobenzene). Reaction conditions: temperature 80 celsius, time 4 hour. Yields the product NC1=C(C(=O)C2=CC=C(C=C2)F)C=CC=C1 (2-amino-4′-fluorobenzophenone). The yield is 91.6%. Reaction SMILES: CS(O)(=O)=O.[NH2:6][C:7]1[CH:21]=[CH:20][CH:19]=[CH:18][C:8]=1[C:9]([C:11]1[CH:16]=[CH:15][C:14]([F:17])=[CH:13][CH:12]=1)=[O:10].[OH-].[Na+]>ClC1C=CC=CC=1Cl>[NH2:6][C:7]1[CH:21]=[CH:20][CH:19]=[CH:18][C:8]=1[C:9]([C:11]1[CH:16]=[CH:15][C:14]([F:17])=[CH:13][CH:12]=1)=[O:10] |f:0.1,2.3|. Reported procedure: 30 g of 2-amino-4′-fluorobenzophenone methanesulfonate was added to 150 g of o-dichlorobenzene, the resulting mixture was heated at 80° C. Then, the reaction solution was made alkaline with 25% aqueous solution of sodium hydroxide. The reaction solution was separated into phases at the same temperature and washed with 5% brine solution. The organic phase was dried over anhydrous magnesium sulfate, and filtered at 80° C. The filtrate was gradually cooled, stirred at 0 to 5° C. for 4 hours, filter... Starting materials: N (NH3), C(C)OC(=O)N1CCC(CC1)=O (4-oxo-piperidine-1-carboxylic acid ethyl ester), C(C1=CC=CC=C1)N (benzylamine), ClC1=CC(=CC=C1)C=C[N+](=O)[O-] (1-chloro-3-(2-nitro-vinyl)-benzene). Run in CO.CCOC(=O)C (MeOH EtOAc). The product is C(C1=CC=CC=C1)N1C=C(C=2CN(CCC21)C)C2=CC(=CC=C2)Cl (1-Benzyl-3-(3-chloro-phenyl)-5-methyl-4,5,6,7-tetrahydro-1H-pyrrolo[3,2-c]pyridine). Reaction SMILES: C(O[C:4]([N:6]1[CH2:11][CH2:10][C:9](=O)[CH2:8][CH2:7]1)=O)C.[CH2:13]([NH2:20])[C:14]1[CH:19]=[CH:18][CH:17]=[CH:16][CH:15]=1.[Cl:21][C:22]1[CH:27]=[CH:26][CH:25]=[C:24]([CH:28]=[CH:29][N+]([O-])=O)[CH:23]=1.N>CO.CCOC(C)=O>[CH2:13]([N:20]1[C:9]2[CH2:8][CH2:7][N:6]([CH3:4])[CH2:11][C:10]=2[C:28]([C:24]2[CH:25]=[CH:26][CH:27]=[C:22]([Cl:21])[CH:23]=2)=[CH:29]1)[C:14]1[CH:19]=[CH:18][CH:17]=[CH:16][CH:15]=1 |f:4.5|. Procedure: The title compound (0.34 g) was prepared from 3.0 g of 4-oxo-piperidine-1-carboxylic acid ethyl ester, 1.91 mL of benzylamine, and 1.2 g of 1-chloro-3-(2-nitro-vinyl)-benzene as in Example 38. TLC (SiO2, 2% NH3 in MeOH/EtOAc): Rf=0.25. MS (ESI): exact mass calculated for C21H21ClN2, 336.14. found, m/z 337.2 [M+H]+, 339.2 [M+H]+. 1H NMR (500 MHz, CD3OD): 7.36-7.32 (m, 4H), 7.30-7.25 (m, 2H), 7.21-7.16 (m, 4H), 5.15 (s, 2H), 4.41 (s, 2H), 3.53 (t, J=6.3 Hz, 2H), 2.98 (s, 3H), 2.91 (t, J=6.3 Hz, 2H...